This data is from the Open Reaction Database (ORD), a public repository of structured organic reaction records. The task is: describe an organic reaction: reactants, conditions, products, and yield Reactants: ClC1=CC=C2C(C(NC2=C1)=O)=O (6-chloroisatin), C(C)(C)C1=CC=C(C=C1)[Mg]Br (4-isopropyl-phenyl magnesium bromide). Run in O1CCCC1 (tetrahydrofuran), O1CCCC1 (tetrahydrofuran). Conditions: temperature -25 celsius, time 3 hour. Product: ClC1=CC=C2C(C(NC2=C1)=O)(C1=CC=C(C=C1)C(C)C)O (rac-6-chloro-3-hydroxy-3-(4-isopropyl-phenyl)-1,3-dihydro-indol-2-one). As a reaction SMILES: [CH:1]([C:4]1[CH:9]=[CH:8][C:7]([Mg]Br)=[CH:6][CH:5]=1)([CH3:3])[CH3:2].[Cl:12][C:13]1[CH:21]=[C:20]2[C:16]([C:17](=[O:23])[C:18](=[O:22])[NH:19]2)=[CH:15][CH:14]=1>O1CCCC1>[Cl:12][C:13]1[CH:21]=[C:20]2[C:16]([C:17]([OH:23])([C:7]3[CH:8]=[CH:9][C:4]([CH:1]([CH3:3])[CH3:2])=[CH:5][CH:6]=3)[C:18](=[O:22])[NH:19]2)=[CH:15][CH:14]=1. Reported procedure: A solution of 4-isopropyl-phenyl magnesium bromide in tetrahydrofuran (0.5 M, 3.3 mL, 1.65 mmol) (Aldrich) was added dropwise with magnetic stirring to a suspension of 6-chloroisatin (0.2 g, 1.1 mmol) in tetrahydrofuran (5 mL) with cooling in a −25° C. bath. Cooling bath was then removed and mixture was allowed to warm to room temperature. After stirring for an additional 3 hours, 15% aqueous ammonium chloride solution was added and mixture extracted with ethyl acetate. The combined organic laye... Reactants: CCCC[SnH](CCCC)CCCC, Cc1ccccc1, CC(C)(C#N)N=NC(C)(C)C#N, COCC(C)=C(C(=O)OC(c1ccccc1)c1ccccc1)N1C(=O)C(NC(=O)COc2ccccc2)C1Cl, CC(C)=C(C(=O)OC(c1ccccc1)c1ccccc1)N1C(=O)C(NC(=O)COc2ccccc2)C1Cl. The product is COCC(C)=C(C(=O)OC(c1ccccc1)c1ccccc1)N1CC(NC(=O)COc2ccccc2)C1=O. Reaction SMILES: [CH2:77]([SnH:78]([CH2:79][CH2:80][CH2:81][CH3:82])[CH2:83][CH2:84][CH2:85][CH3:86])[CH2:87][CH2:88][CH3:89].[CH3:102][c:103]1[cH:104][cH:105][cH:106][cH:107][cH:108]1.[N:90]#[C:91][C:92]([N:93]=[N:94][C:95]([C:96]#[N:97])([CH3:98])[CH3:99])([CH3:100])[CH3:101].[O:1]([c:2]1[cH:3][cH:4][cH:5][cH:6][cH:7]1)[CH2:8][C:9](=[O:10])[NH:11][CH:12]1[C:13](=[O:39])[N:14]([C:17]([C:18](=[O:19])[O:20][CH:21]([c:22]2[cH:23][cH:24][cH:25][cH:26][cH:27]2)[c:28]2[cH:29][cH:30][cH:31][cH:32][cH:33]2)=[C:34]([CH2:35][O:36][CH3:37])[CH3:38])[CH:15]1[Cl:16].[O:40]([CH2:41][C:42]([NH:43][CH:44]1[CH:45]([Cl:46])[N:47]([C:48](=[C:49]([CH3:50])[CH3:51])[C:52]([O:53][CH:54]([c:55]2[cH:56][cH:57][cH:58][cH:59][cH:60]2)[c:61]2[cH:62][cH:63][cH:64][cH:65][cH:66]2)=[O:67])[C:68]1=[O:69])=[O:70])[c:71]1[cH:72][cH:73][cH:74][cH:75][cH:76]1>>[O:1]([c:2]1[cH:3][cH:4][cH:5][cH:6][cH:7]1)[CH2:8][C:9](=[O:10])[NH:11][CH:12]1[C:13](=[O:39])[N:14]([C:17]([C:18](=[O:19])[O:20][CH:21]([c:22]2[cH:23][cH:24][cH:25][cH:26][cH:27]2)[c:28]2[cH:29][cH:30][cH:31][cH:32][cH:33]2)=[C:34]([CH2:35][O:36][CH3:37])[CH3:38])[CH2:15]1.